Task: describe an organic reaction: reactants, conditions, products, and yield. Dataset: the Open Reaction Database (ORD), a public repository of structured organic reaction records Reactants: Cl.ON1C(=NC=C1)C1=CC=C(C=C1)[N+](=O)[O-] (1-hydroxy-2-(4-nitrophenyl)imidazole, hydrochloride), CN(C(=O)Cl)C1=CC=CC=C1 (N-methyl-N-phenylcarbamoyl chloride). The product is [N+](=O)([O-])C1=CC=C(C=C1)C=1N(C=CN1)OC(N(C1=CC=CC=C1)C)=O (Methyl-phenyl-carbamic acid 2-(4-nitro-phenyl)-imidazol-1-yl ester). RXN SMILES: Cl.[OH:2][N:3]1[CH:7]=[CH:6][N:5]=[C:4]1[C:8]1[CH:13]=[CH:12][C:11]([N+:14]([O-:16])=[O:15])=[CH:10][CH:9]=1.[CH3:17][N:18]([C:22]1[CH:27]=[CH:26][CH:25]=[CH:24][CH:23]=1)[C:19](Cl)=[O:20]>>[N+:14]([C:11]1[CH:10]=[CH:9][C:8]([C:4]2[N:3]([O:2][C:19](=[O:20])[N:18]([CH3:17])[C:22]3[CH:27]=[CH:26][CH:25]=[CH:24][CH:23]=3)[CH:7]=[CH:6][N:5]=2)=[CH:13][CH:12]=1)([O-:16])=[O:15] |f:0.1|. Procedure: The title compound was prepared from 1-hydroxy-2-(4-nitrophenyl)imidazole, hydrochloride and N-methyl-N-phenylcarbamoyl chloride applying the general procedure 8. The crude product was purified by flash chromatography (Quad flash 12, EtOAc-heptane) (90%, yellow crystals). Starting materials: C(=O)C=C (acrolein), C=CC(C)=C (isoprene), C1=CC=C(C=C1)P(C2=CC=CC=C2)C3=CC=CC=C3 (Ph3P), C12OCCC(CC1)CC2 (2-oxabicyclo[3.2.2]nonane), enol ether, ketone, C[Mg]Br (methyl magnesium bromide), alcohol, CCCCCCC(CC)O (nonan-7-ol). Solvent: CCOCC (ether). The product is CC1=CCC(CC1)CC(=O)O (4-methyl-3-cyclohexene-1-acetic acid). Reaction SMILES: C12C[CH2:8][CH:5]([CH2:6][CH2:7]1)[CH2:4][CH2:3]O2.[CH:10]([CH:12]=[CH2:13])=[O:11].C=CC(=C)C.C1C=CC(P(C2C=CC=CC=2)C2C=CC=CC=2)=CC=1.C[Mg]Br.CCCCCCC([OH:50])CC>CCOCC>[CH3:8][C:5]1[CH2:6][CH2:7][CH:13]([CH2:12][C:10]([OH:50])=[O:11])[CH2:3][CH:4]=1. Procedure details: When m is 1, n is 2 and p is 2, the ring system is a 2-oxabicyclo[3.2.2]nonane, another subclass of this invention. For example, compound XVp ##STR30## in which R2, R5 and R6 are methyl can be prepared by treating a Diels-Alder adduct of acrolein and isoprene with Ph3P=C(CH3)OCH3, hydrolyzing the resulting enol ether, treating the resulting ketone derivative with methyl magnesium bromide, and subjecting the resulting alcohol to epoxidation-cyclization to yield a 2-oxabicyclo[3.2.2.]nonan-7-ol, w... Starting materials: CCCCCCCCBr, CCCCCCCCOc1ccc(-c2ccc(C)cn2)c(F)c1, C1CCOC1, CC(C)[N-]C(C)C, CN1CCCN(C)C1=O, [Li+], O. The product is CCCCCCCCCc1ccc(-c2ccc(OCCCCCCCC)cc2F)nc1. As a reaction SMILES: [Br:25][CH2:26][CH2:27][CH2:28][CH2:29][CH2:30][CH2:31][CH2:32][CH3:33].[CH2:2]([CH2:3][CH2:4][CH2:5][CH2:6][CH2:7][CH2:8][CH3:9])[O:10][c:11]1[cH:12][c:13]([F:24])[c:14](-[c:17]2[n:18][cH:19][c:20]([CH3:23])[cH:21][cH:22]2)[cH:15][cH:16]1.[CH2:42]1[O:43][CH2:44][CH2:45][CH2:46]1.[CH3:35][CH:36]([N-:37][CH:38]([CH3:39])[CH3:40])[CH3:41].[CH3:47][N:48]1[CH2:49][CH2:50][CH2:51][N:52]([CH3:53])[C:54]1=[O:55].[Li+:34].[O:1]>>[CH2:2]([CH2:3][CH2:4][CH2:5][CH2:6][CH2:7][CH2:8][CH3:9])[O:10][c:11]1[cH:12][c:13]([F:24])[c:14](-[c:17]2[n:18][cH:19][c:20]([CH2:23][CH2:26][CH2:27][CH2:28][CH2:29][CH2:30][CH2:31][CH2:32][CH3:33])[cH:21][cH:22]2)[cH:15][cH:16]1.